This data is from the Open Reaction Database (ORD), a public repository of structured organic reaction records. The task is: describe an organic reaction: reactants, conditions, products, and yield Reactants: FC(C(=O)O)(F)F.C1(CCC1)NC(=O)[C@H]1NCCC1 ((S)-Pyrrolidine-2-carboxylic acid cyclobutylamide trifluoroacetate), C(C)OC(=O)N1CCN(CC1)C([C@H](CCC(=O)OC(C)(C)C)NC(=O)C1=NC2=CC(=CC=C2C(=C1)O[C@H](C)C(=O)O)C)=O (4-((S)-4-tert-Butoxycarbonyl-2-{[4-((R)-1-carboxy-ethoxy)-7-methyl-quinoline-2-carbonyl]-amino}-butyryl)-piperazine-1-carboxylic acid ethyl ester), C(CCl)Cl (EDC), FC1=C(C(=C(C(=C1O)F)F)F)F (pentafluorophenol). Solvent: C(Cl)Cl (DCM), C(Cl)Cl (DCM), O (water). Conditions: time 2 hour. Yields the product C(C)OC(=O)N1CCN(CC1)C([C@H](CCC(=O)OC(C)(C)C)NC(=O)C1=NC2=CC(=CC=C2C(=C1)O[C@@H](C(=O)N1[C@@H](CCC1)C(NC1CCC1)=O)C)C)=O (4-[(S)-4-tert-Butoxycarbonyl-2-({4-[(R)-2-((S)-2-cyclobutylcarbamoyl-pyrrolidin-1-yl)-1-methyl-2-oxo-ethoxy]-7-methyl-quinoline-2-carbonyl}-amino)-butyryl]-piperazine-1-carboxylic acid ethyl ester). RXN SMILES: [CH2:1]([O:3][C:4]([N:6]1[CH2:11][CH2:10][N:9]([C:12](=[O:43])[C@@H:13]([NH:23][C:24]([C:26]2[CH:35]=[C:34]([O:36][C@@H:37]([C:39]([OH:41])=O)[CH3:38])[C:33]3[C:28](=[CH:29][C:30]([CH3:42])=[CH:31][CH:32]=3)[N:27]=2)=[O:25])[CH2:14][CH2:15][C:16]([O:18][C:19]([CH3:22])([CH3:21])[CH3:20])=[O:17])[CH2:8][CH2:7]1)=[O:5])[CH3:2].C(Cl)CCl.FC1C(O)=C(F)C(F)=C(F)C=1F.FC(F)(F)C(O)=O.[CH:67]1([NH:71][C:72]([C@@H:74]2[CH2:78][CH2:77][CH2:76][NH:75]2)=[O:73])[CH2:70][CH2:69][CH2:68]1>C(Cl)Cl.O>[CH2:1]([O:3][C:4]([N:6]1[CH2:11][CH2:10][N:9]([C:12](=[O:43])[C@@H:13]([NH:23][C:24]([C:26]2[CH:35]=[C:34]([O:36][C@H:37]([CH3:38])[C:39]([N:75]3[CH2:76][CH2:77][CH2:78][C@H:74]3[C:72](=[O:73])[NH:71][CH:67]3[CH2:68][CH2:69][CH2:70]3)=[O:41])[C:33]3[C:28](=[CH:29][C:30]([CH3:42])=[CH:31][CH:32]=3)[N:27]=2)=[O:25])[CH2:14][CH2:15][C:16]([O:18][C:19]([CH3:22])([CH3:21])[CH3:20])=[O:17])[CH2:8][CH2:7]1)=[O:5])[CH3:2] |f:3.4|. Procedure: To a solution of 250 mg of 4-((S)-4-tert-Butoxycarbonyl-2-{[4-((R)-1-carboxy-ethoxy)-7-methyl-quinoline-2-carbonyl]-amino}-butyryl)-piperazine-1-carboxylic acid ethyl ester in 2.5 ml of DCM, 96 mg of EDC, 92 mg of pentafluorophenol was added and the reaction mixture was stirred for 2 h. Then, 117 mg of (S)-Pyrrolidine-2-carboxylic acid cyclobutylamide trifluoroacetate and 192 mg of NEM in 2 ml of DCM was added. After 2 h the reaction mixture was diluted with water. After filtration through a che...